This data is from the Open Reaction Database (ORD), a public repository of structured organic reaction records. The task is: describe an organic reaction: reactants, conditions, products, and yield Starting materials: CCC1(O)CC2CCC1C2, O, Cc1ccc(S(=O)(=O)O)cc1, c1ccccc1. The product is CC=C1CC2CCC1C2. RXN SMILES: [CH2:1]([CH3:2])[C:3]1([OH:10])[CH:4]2[CH2:5][CH2:6][CH:7]([CH2:8]1)[CH2:9]2.[OH2:11].[c:12]1([CH3:13])[cH:14][cH:15][c:16]([S:17]([OH:18])(=[O:19])=[O:20])[cH:21][cH:22]1.[cH:23]1[cH:24][cH:25][cH:26][cH:27][cH:28]1>>[CH:1]([CH3:2])=[C:3]1[CH:4]2[CH2:5][CH2:6][CH:7]([CH2:8]1)[CH2:9]2. Starting materials: CC1(OB(OC1(C)C)C1=C2C=NNC2=CC(=C1)C(F)(F)F)C (4-(4,4,5,5-tetramethyl-1,3,2-dioxaborolan-2-yl)-6-(trifluoromethyl)-1H-indazole), BrC=1C(=NN(C1C)CC(=O)OCC)C (ethyl 2-(4-bromo-3,5-dimethyl-1H-pyrazol-1-yl)acetate). Reagents/catalysts: C1=CC=C(C=C1)P([C-]2C=CC=C2)C3=CC=CC=C3.C1=CC=C(C=C1)P([C-]2C=CC=C2)C3=CC=CC=C3.Cl[Pd]Cl.[Fe+2] (PdCl2(dppf)). Solvent: O1CCOCC1 (dioxane), C(=O)(O)[O-].[Na+] (NaHCO3). Conditions: temperature 140 celsius. Product: CC1=NN(C(=C1C1=C2C=NNC2=CC(=C1)C(F)(F)F)C)CC(=O)O (2-(3,5-dimethyl-4-(6-(trifluoromethyl)-1H-indazol-4-yl)-1H-pyrazol-1-yl)acetic acid). As a reaction SMILES: CC1(C)C(C)(C)OB([C:9]2[CH:17]=[C:16]([C:18]([F:21])([F:20])[F:19])[CH:15]=[C:14]3[C:10]=2[CH:11]=[N:12][NH:13]3)O1.Br[C:24]1[C:25]([CH3:36])=[N:26][N:27]([CH2:30][C:31]([O:33]CC)=[O:32])[C:28]=1[CH3:29]>O1CCOCC1.C([O-])(O)=O.[Na+].C1C=CC(P(C2C=CC=CC=2)[C-]2C=CC=C2)=CC=1.C1C=CC(P(C2C=CC=CC=2)[C-]2C=CC=C2)=CC=1.Cl[Pd]Cl.[Fe+2]>[CH3:36][C:25]1[C:24]([C:9]2[CH:17]=[C:16]([C:18]([F:19])([F:20])[F:21])[CH:15]=[C:14]3[C:10]=2[CH:11]=[N:12][NH:13]3)=[C:28]([CH3:29])[N:27]([CH2:30][C:31]([OH:33])=[O:32])[N:26]=1 |f:3.4,5.6.7.8|. Reported procedure: To a microwave vial were added a mixture of 4-(4,4,5,5-tetramethyl-1,3,2-dioxaborolan-2-yl)-6-(trifluoromethyl)-1H-indazole (0.3 g, 0.961 mmol), ethyl 2-(4-bromo-3,5-dimethyl-1H-pyrazol-1-yl)acetate (0.351 g, 1.346 mmol) and PdCl2(dppf) (0.035 g, 0.048 mmol) in dioxane (10 mL) and aqueous saturated NaHCO3 (3 mL). The resulting light yellow suspension was heated at 140° C. for 45 minutes in a microwave reactor. The reaction mixture was subsequently concentrated and the residue was purified by pre... Starting materials: NC1=C(C#N)C(=C(C(=C1OC)F)Br)C (2-amino-5-bromo-4-fluoro-3-methoxy-6-methylbenzonitrile), C1(=CC=CC=C1)B(O)O (phenylboronic acid), P(=O)([O-])([O-])[O-].[K+].[K+].[K+] (potassium phosphate). Reagents/catalysts: C=1C=CC(=CC1)[P](C=2C=CC=CC2)(C=3C=CC=CC3)[Pd]([P](C=4C=CC=CC4)(C=5C=CC=CC5)C=6C=CC=CC6)([P](C=7C=CC=CC7)(C=8C=CC=CC8)C=9C=CC=CC9)[P](C=1C=CC=CC1)(C=1C=CC=CC1)C=1C=CC=CC1 (tetrakis(triphenylphosphine)palladium). Run in O1CCOCC1 (1,4-dioxane), O (water). Run at temperature 110 celsius, time 15 hour. Product: NC1=C(C(=C(C(=C1OC)F)C1=CC=CC=C1)C)C#N (4-Amino-3-cyano-6-fluoro-5-methoxy-2-methylbiphenyl). RXN SMILES: [NH2:1][C:2]1[C:9]([O:10][CH3:11])=[C:8]([F:12])[C:7](Br)=[C:6]([CH3:14])[C:3]=1[C:4]#[N:5].[C:15]1(B(O)O)[CH:20]=[CH:19][CH:18]=[CH:17][CH:16]=1.P([O-])([O-])([O-])=O.[K+].[K+].[K+]>O1CCOCC1.O.C1C=CC([P]([Pd]([P](C2C=CC=CC=2)(C2C=CC=CC=2)C2C=CC=CC=2)([P](C2C=CC=CC=2)(C2C=CC=CC=2)C2C=CC=CC=2)[P](C2C=CC=CC=2)(C2C=CC=CC=2)C2C=CC=CC=2)(C2C=CC=CC=2)C2C=CC=CC=2)=CC=1>[NH2:1][C:2]1[C:9]([O:10][CH3:11])=[C:8]([F:12])[C:7]([C:15]2[CH:20]=[CH:19][CH:18]=[CH:17][CH:16]=2)=[C:6]([CH3:14])[C:3]=1[C:4]#[N:5] |f:2.3.4.5,^1:42,44,63,82|. Procedure details: Under nitrogen atmosphere, 2-amino-5-bromo-4-fluoro-3-methoxy-6-methylbenzonitrile (I-45) (20.0 g, 77.20 mmol), phenylboronic acid (11.3 g, 92.64 mmol), potassium phosphate (34.4 g, 162.11 mmol) were dissolved in a mixed liquid of 1,4-dioxane (400 ml) and water (20 ml), tetrakis(triphenylphosphine)palladium (2.6 g, 2.32 mmol) was added, followed by stirring at 110° C. for 15 hours. After cooling, the insoluble matter was separated by filtration through Celite, the reaction solvent was evaporated... Procedure details: A solution of 4-iodo-2-methoxy-N′-(tetrahydro-2H-pyran-4-yl)nicotinohydrazide (500 mg), L-proline (30.5 mg), potassium carbonate (366 mg) and copper(I) iodide (25.2 mg) in DMSO (25 mL) was stirred overnight at room temperature under nitrogen atmosphere. To the reaction mixture was added saturated aqueous ammonium chloride solution, and the mixture was extracted with ethyl acetate. The organic layer was washed successively with water and saturated brine, dried over anhydrous sodium sulfate, and c... Product: COC1=NC=CC2=C1C(NN2C2CCOCC2)=O (4-methoxy-1-(tetrahydro-2H-pyran-4-yl)-1,2-dihydro-3H-pyrazolo[4,3-c]pyridin-3-one). RXN SMILES: I[C:2]1[C:7]([C:8]([NH:10][NH:11][CH:12]2[CH2:17][CH2:16][O:15][CH2:14][CH2:13]2)=[O:9])=[C:6]([O:18][CH3:19])[N:5]=[CH:4][CH:3]=1.N1CCC[C@H]1C(O)=O.C(=O)([O-])[O-].[K+].[K+].[Cl-].[NH4+]>CS(C)=O.[Cu]I>[CH3:19][O:18][C:6]1[C:7]2[C:8](=[O:9])[NH:10][N:11]([CH:12]3[CH2:17][CH2:16][O:15][CH2:14][CH2:13]3)[C:2]=2[CH:3]=[CH:4][N:5]=1 |f:2.3.4,5.6|. The solvent is CS(=O)C (DMSO). Reactants: IC1=CC=NC(=C1C(=O)NNC1CCOCC1)OC (4-iodo-2-methoxy-N′-(tetrahydro-2H-pyran-4-yl)nicotinohydrazide), N1[C@H](C(=O)O)CCC1 (L-proline), C([O-])([O-])=O.[K+].[K+] (potassium carbonate), [Cl-].[NH4+] (ammonium chloride). Yield: 67.5%. The reagents and catalysts are [Cu]I (copper(I) iodide). Reactants: COC(Cl)Cl, COc1cccc2c1NC(=O)CC2, [Cl-], [Cl-], [Cl-], [Cl-], ClCCl, O, [Ti+4]. Product: COc1ccc(C=O)c2c1NC(=O)CC2. RXN SMILES: [CH3:14][O:15][CH:16]([Cl:17])[Cl:18].[CH3:1][O:2][c:3]1[cH:4][cH:5][cH:6][c:7]2[c:12]1[NH:11][C:10](=[O:13])[CH2:9][CH2:8]2.[Cl-:23].[Cl-:24].[Cl-:25].[Cl-:26].[Cl:20][CH2:21][Cl:22].[OH2:19].[Ti+4:27]>>[CH3:1][O:2][c:3]1[cH:4][cH:5][c:6]([CH:14]=[O:15])[c:7]2[c:12]1[NH:11][C:10](=[O:13])[CH2:9][CH2:8]2. The reactants are CCCc1ccc2nc(C(F)(F)F)c(S(=O)(=O)N=CN(C)C)n2n1, Cl, C1COCCO1. Yields the product CCCc1ccc2nc(C(F)(F)F)c(S(N)(=O)=O)n2n1. RXN SMILES: [CH3:1][N:2]([CH3:3])[CH:24]=[N:4][S:5](=[O:6])(=[O:7])[c:8]1[c:9]([C:20]([F:21])([F:22])[F:23])[n:10][c:11]2[n:12]1[n:13][c:14]([CH2:17][CH2:18][CH3:19])[cH:15][cH:16]2.[ClH:25].[O:26]1[CH2:27][CH2:28][O:29][CH2:30][CH2:31]1>>[NH2:4][S:5](=[O:6])(=[O:7])[c:8]1[c:9]([C:20]([F:21])([F:22])[F:23])[n:10][c:11]2[n:12]1[n:13][c:14]([CH2:17][CH2:18][CH3:19])[cH:15][cH:16]2.